This data is from the Open Reaction Database (ORD), a public repository of structured organic reaction records. The task is: describe an organic reaction: reactants, conditions, products, and yield The reactants are Cl[Si]1(C2=CC=CC=C2C=2C=CC=CC12)Cl (9,9-Dichloro-9-silafluorene), C(C)(C)(C)C=1C=C(C=C(C1)C(C)(C)C)C1=C2C=C(CC2=CC=C1)C(C)C.[Li] (lithium 4-(3′,5′-di-t-butylphenyl)-2-isopropylindene). The solvent is C1CCOC1 (THF). Reaction conditions: time 8 hour. The product is C(C)(C)(C)C=1C=C(C=C(C1)C(C)(C)C)C1=C2C=C(CC2=CC=C1)C(C)C (4-(3′,5′-bis[t-butyl]phenyl)-2-isopropylindene). Reaction SMILES: Cl[Si]1(Cl)C2C=CC=CC=2C2C1=CC=CC=2.[C:16]([C:20]1[CH:21]=[C:22]([C:30]2[CH:38]=[CH:37][CH:36]=[C:35]3[C:31]=2[CH:32]=[C:33]([CH:39]([CH3:41])[CH3:40])[CH2:34]3)[CH:23]=[C:24]([C:26]([CH3:29])([CH3:28])[CH3:27])[CH:25]=1)([CH3:19])([CH3:18])[CH3:17].[Li]>C1COCC1>[C:16]([C:20]1[CH:21]=[C:22]([C:30]2[CH:38]=[CH:37][CH:36]=[C:35]3[C:31]=2[CH:32]=[C:33]([CH:39]([CH3:41])[CH3:40])[CH2:34]3)[CH:23]=[C:24]([C:26]([CH3:29])([CH3:28])[CH3:27])[CH:25]=1)([CH3:17])([CH3:18])[CH3:19] |f:1.2,^1:41|. Reported procedure: 9,9-Dichloro-9-silafluorene (1.1 g, 8.5 mmol) was dissolved in 80 mL of THF. To this solution was slowly added lithium 4-(3′,5′-di-t-butylphenyl)-2-isopropylindene (3.0 g, 8.5 mmol) as a dry powder and the solution was stirred overnight. After this time, the solvent was removed in vacuo and the residue was taken up in diethyl ether. The solution as filtered through frit to remove LiC and the solvent was removed in vacuo and used as a crude product (3.9 g) for the next step. The reactants are Cl, CCOC(=O)c1csc(C2CCN(C(=O)Cn3nc(C(F)F)cc3C(F)F)CC2)n1, C1CCOC1, O. Yields the product O=C(O)c1csc(C2CCN(C(=O)Cn3nc(C(F)F)cc3C(F)F)CC2)n1. RXN SMILES: [ClH:31].[F:1][CH:2]([c:3]1[n:4][n:5]([CH2:11][C:12](=[O:13])[N:14]2[CH2:15][CH2:16][CH:17]([c:20]3[s:21][cH:22][c:23]([C:25](=[O:26])[O:27][CH2:28][CH3:29])[n:24]3)[CH2:18][CH2:19]2)[c:6]([CH:8]([F:9])[F:10])[cH:7]1)[F:30].[O:32]1[CH2:33][CH2:34][CH2:35][CH2:36]1.[OH2:37]>>[F:1][CH:2]([c:3]1[n:4][n:5]([CH2:11][C:12](=[O:13])[N:14]2[CH2:15][CH2:16][CH:17]([c:20]3[s:21][cH:22][c:23]([C:25](=[O:26])[OH:27])[n:24]3)[CH2:18][CH2:19]2)[c:6]([CH:8]([F:9])[F:10])[cH:7]1)[F:30]. Reactants: CC(C)OC(C)C, ClCCl, O=S(=O)(Cl)c1ccc(F)cc1, O=C(Nc1ccc(F)cc1)NC1CCNCC1, C1CCOC1, O. Yields the product O=C(Nc1ccc(F)cc1)NC1CCN(S(=O)(=O)c2ccc(F)cc2)CC1. RXN SMILES: [CH:30]([O:31][CH:32]([CH3:33])[CH3:34])([CH3:35])[CH3:36].[Cl:42][CH2:43][Cl:44].[F:18][c:19]1[cH:20][cH:21][c:22]([S:25](=[O:26])(=[O:27])[Cl:28])[cH:23][cH:24]1.[NH:1]1[CH2:2][CH2:3][CH:4]([NH:7][C:8](=[O:9])[NH:10][c:11]2[cH:12][cH:13][c:14]([F:17])[cH:15][cH:16]2)[CH2:5][CH2:6]1.[O:37]1[CH2:38][CH2:39][CH2:40][CH2:41]1.[OH2:29]>>[N:1]1([S:25]([c:22]2[cH:21][cH:20][c:19]([F:18])[cH:24][cH:23]2)(=[O:26])=[O:27])[CH2:2][CH2:3][CH:4]([NH:7][C:8](=[O:9])[NH:10][c:11]2[cH:12][cH:13][c:14]([F:17])[cH:15][cH:16]2)[CH2:5][CH2:6]1. Starting materials: BrCCn1cccc1, CC(=O)O, O=C([O-])[O-], ClCCl, [Cs+], [Cs+], CCCc1nc2c(N)nc3cc(O)ccc3c2s1, CN(C)C=O. Product: CCCc1nc2c(N)nc3cc(OCCn4cccc4)ccc3c2s1. Reaction SMILES: [Br:34][CH2:35][CH2:36][n:37]1[cH:38][cH:39][cH:40][cH:41]1.[C:1]([OH:2])(=[O:3])[CH3:4].[C:23](=[O:24])([O-:25])[O-:26].[Cl:42][CH2:43][Cl:44].[Cs+:27].[Cs+:28].[NH2:5][c:6]1[n:7][c:8]2[cH:9][c:10]([OH:22])[cH:11][cH:12][c:13]2[c:14]2[c:15]1[n:16][c:17]([CH2:19][CH2:20][CH3:21])[s:18]2.[O:29]=[CH:30][N:31]([CH3:32])[CH3:33]>>[NH2:5][c:6]1[n:7][c:8]2[cH:9][c:10]([O:22][CH2:35][CH2:36][n:37]3[cH:38][cH:39][cH:40][cH:41]3)[cH:11][cH:12][c:13]2[c:14]2[c:15]1[n:16][c:17]([CH2:19][CH2:20][CH3:21])[s:18]2. Reactants: C1(=CC=CC=C1)[C@@H]1OC(CN1C(C)(C)C)CO ((S)-2-phenyl-3-tert. butyl-5-hydroxymethyl- oxazolidine), O (Water), ClC1=NC=CC=C1C#N (2-chloro-3-cyanopyridine), [H-].[Na+] (sodium hydride). The solvent is CN(C=O)C (DMF), CN(C=O)C (N,N-dimethyl- formamide). Run at time 15 minute. Product: C1(=CC=CC=C1)[C@@H]1OC(CN1C(C)(C)C)COC1=NC=CC=C1C#N ((S)-2-phenyl-3-tert. butyl-5-(3-cyano-2-pyridyloxymethyl)oxazolidine). As a reaction SMILES: [C:1]1([C@H:7]2[N:11]([C:12]([CH3:15])([CH3:14])[CH3:13])[CH2:10][CH:9]([CH2:16][OH:17])[O:8]2)[CH:6]=[CH:5][CH:4]=[CH:3][CH:2]=1.[H-].[Na+].Cl[C:21]1[C:26]([C:27]#[N:28])=[CH:25][CH:24]=[CH:23][N:22]=1.O>CN(C)C=O>[C:1]1([C@H:7]2[N:11]([C:12]([CH3:13])([CH3:14])[CH3:15])[CH2:10][CH:9]([CH2:16][O:17][C:21]3[C:26]([C:27]#[N:28])=[CH:25][CH:24]=[CH:23][N:22]=3)[O:8]2)[CH:2]=[CH:3][CH:4]=[CH:5][CH:6]=1 |f:1.2|. Procedure details: To (S)-2-phenyl-3-tert. butyl-5-hydroxymethyl- oxazolidine (7 grams, 0.03 moles) in 35 ml. of N,N-dimethyl- formamide (DMF) is added 1.3 grams (0.03 moles of sodium hydride (57% dispersion in mineral oil). This mixture is heated 5 minutes over steam and then is allowed to stir 15 minutes at room temperature. 4.1 grams (0.03 moles) of 2-chloro-3-cyanopyridine in 20 ml of DMF is then added and the resultant reaction mixture is stirred four hours at room temperature. Water is then added and an oil ... Reaction SMILES: [OH-].[Na+].CO.[Br:5][C:6]1[N:18]=[C:9]2[CH2:10][CH:11]([C:14]([O:16]C)=[O:15])[CH2:12][CH2:13][N:8]2[N:7]=1>O>[Br:5][C:6]1[N:18]=[C:9]2[CH2:10][CH:11]([C:14]([OH:16])=[O:15])[CH2:12][CH2:13][N:8]2[N:7]=1 |f:0.1|. Procedure: A 2 N sodium hydroxide aqueous solution (6.9 ml) was added to a mixed solution of methanol (20 ml) and water (10 ml) containing the methyl 2-bromo-5,6,7,8-tetrahydro-[1,2,4]triazolo[1,5-a]pyridine-7-carboxylate (2.4 g) obtained in (Example 5.16) <Step 3>. The obtained mixture was stirred for 1 hour 30 minutes. Thereafter, methanol was distilled away under reduced pressure, and the obtained aqueous solution was then washed with ethyl acetate (2 ml). Insoluble substances were removed by filtration... Product: BrC1=NN2C(CC(CC2)C(=O)O)=N1 (2-bromo-5,6,7,8-tetrahydro-[1,2,4]triazolo[1,5-a]pyridine-7-carboxylic acid). The solvent is O (water). Starting materials: [OH-].[Na+] (sodium hydroxide), CO (methanol), BrC1=NN2C(CC(CC2)C(=O)OC)=N1 (methyl 2-bromo-5,6,7,8-tetrahydro-[1,2,4]triazolo[1,5-a]pyridine-7-carboxylate). The yield is 82.4%. Run at time 30 minute. Reactants: CN(C)C1(c2ccccc2)CCC(=CC(=O)NCCCc2c[nH]c3ccccc23)CC1, CO, Cl. The product is CN(C)C1(c2ccccc2)CCC(CC(=O)NCCCc2c[nH]c3ccccc23)CC1. Reaction SMILES: [CH3:2][N:3]([C:4]1([c:26]2[cH:27][cH:28][cH:29][cH:30][cH:31]2)[CH2:5][CH2:6][C:7](=[CH:10][C:11](=[O:12])[NH:13][CH2:14][CH2:15][CH2:16][c:17]2[cH:18][nH:19][c:20]3[cH:21][cH:22][cH:23][cH:24][c:25]23)[CH2:8][CH2:9]1)[CH3:32].[CH3:33][OH:34].[ClH:1]>>[CH3:2][N:3]([C:4]1([c:26]2[cH:27][cH:28][cH:29][cH:30][cH:31]2)[CH2:5][CH2:6][CH:7]([CH2:10][C:11](=[O:12])[NH:13][CH2:14][CH2:15][CH2:16][c:17]2[cH:18][nH:19][c:20]3[cH:21][cH:22][cH:23][cH:24][c:25]23)[CH2:8][CH2:9]1)[CH3:32]. The reactants are S(=O)(Cl)Cl (Thionyl chloride), ClC=1C=C(C=CC1)C1=C(C(NC2=CC=C(C=C12)C(C=1SC=C(N1)C1=CC=CC=C1)O)=O)C(=O)OCC (ethyl 4-(3-chlorophenyl)-1,2-dihydro-6-[hydroxy(4-phenyl-2-thiazolyl)methyl]-2-oxo-3-quinolinecarboxylate). The solvent is C(Cl)Cl (DCM). Reaction conditions: time 8 hour. The product is ClC=1C=C(C=CC1)C1=C(C(NC2=CC=C(C=C12)C(C=1SC=C(N1)C1=CC=CC=C1)Cl)=O)C(=O)OCC (ethyl 4-(3-chlorophenyl)-6-[chloro(4-phenyl-2-thiazolyl)methyl]-1,2-dihydro-2-oxo-3-quinolinecarboxylate). RXN SMILES: S(Cl)([Cl:3])=O.[Cl:5][C:6]1[CH:7]=[C:8]([C:12]2[C:21]3[C:16](=[CH:17][CH:18]=[C:19]([CH:22](O)[C:23]4[S:24][CH:25]=[C:26]([C:28]5[CH:33]=[CH:32][CH:31]=[CH:30][CH:29]=5)[N:27]=4)[CH:20]=3)[NH:15][C:14](=[O:35])[C:13]=2[C:36]([O:38][CH2:39][CH3:40])=[O:37])[CH:9]=[CH:10][CH:11]=1>C(Cl)Cl>[Cl:5][C:6]1[CH:7]=[C:8]([C:12]2[C:21]3[C:16](=[CH:17][CH:18]=[C:19]([CH:22]([Cl:3])[C:23]4[S:24][CH:25]=[C:26]([C:28]5[CH:29]=[CH:30][CH:31]=[CH:32][CH:33]=5)[N:27]=4)[CH:20]=3)[NH:15][C:14](=[O:35])[C:13]=2[C:36]([O:38][CH2:39][CH3:40])=[O:37])[CH:9]=[CH:10][CH:11]=1. Reported procedure: Thionyl chloride (30 ml) was added dropwise to a mixture of intermediate (19) (0.0245 mol) in DCM (150 ml), previously cooled on an ice bath. The mixture was stirred at a low temperature for 1 hour and at room temperature overnight. The solvent was evaporated till dryness. The product was used without further purification, yielding (quant.) of ethyl 4-(3-chlorophenyl)-6-[chloro(4-phenyl-2-thiazolyl)methyl]-1,2-dihydro-2-oxo-3-quinolinecarboxylate (intermediate 20).